This data is from the Open Reaction Database (ORD), a public repository of structured organic reaction records. The task is: describe an organic reaction: reactants, conditions, products, and yield Reactants: OCc1ccccc1, O=C1c2c(O)cccc2S(=O)(=O)N1COP(=O)(OCc1ccccc1)OCc1ccccc1, c1ccc(P(c2ccccc2)c2ccccc2)cc1. Yields the product O=C1c2c(OCc3ccccc3)cccc2S(=O)(=O)N1COP(=O)(OCc1ccccc1)OCc1ccccc1. As a reaction SMILES: [OH:53][CH2:54][c:55]1[cH:56][cH:57][cH:58][cH:59][cH:60]1.[P:1](=[O:2])([O:3][CH2:4][c:5]1[cH:6][cH:7][cH:8][cH:9][cH:10]1)([O:11][CH2:12][c:13]1[cH:14][cH:15][cH:16][cH:17][cH:18]1)[O:19][CH2:20][N:21]1[S:22](=[O:23])(=[O:24])[c:25]2[cH:26][cH:27][cH:28][c:29]([OH:33])[c:30]2[C:31]1=[O:32].[c:34]1([P:35]([c:36]2[cH:37][cH:38][cH:39][cH:40][cH:41]2)[c:42]2[cH:43][cH:44][cH:45][cH:46][cH:47]2)[cH:48][cH:49][cH:50][cH:51][cH:52]1>>[P:1](=[O:2])([O:3][CH2:4][c:5]1[cH:6][cH:7][cH:8][cH:9][cH:10]1)([O:11][CH2:12][c:13]1[cH:14][cH:15][cH:16][cH:17][cH:18]1)[O:19][CH2:20][N:21]1[S:22](=[O:23])(=[O:24])[c:25]2[cH:26][cH:27][cH:28][c:29]([O:33][CH2:54][c:55]3[cH:56][cH:57][cH:58][cH:59][cH:60]3)[c:30]2[C:31]1=[O:32]. Starting materials: ClC1=CC=C(C=C1)C1(CC1)C(=O)N1[C@@H](C[C@H](C1)S(=O)(=O)C1=C(C=CC=C1)Cl)C(=O)OC ((2S,4R)-methyl 1-(1-(4-chlorophenyl)cyclopropanecarbonyl)-4-(2-chlorophenylsulfonyl)pyrrolidine-2-carboxylate), C1CCOC1 (THF), O.[OH-].[Li+] (lithium hydroxide monohydrate). Run in O (water), CO (methanol). Run at time 2 hour. Yields the product ClC1=CC=C(C=C1)C1(CC1)C(=O)N1[C@@H](C[C@H](C1)S(=O)(=O)C1=C(C=CC=C1)Cl)C(=O)O ((2S,4R)-1-(1-(4-chlorophenyl)cyclopropanecarbonyl)-4-(2-chlorophenylsulfonyl)pyrrolidine-2-carboxylic acid). As a reaction SMILES: [Cl:1][C:2]1[CH:7]=[CH:6][C:5]([C:8]2([C:11]([N:13]3[CH2:17][C@H:16]([S:18]([C:21]4[CH:26]=[CH:25][CH:24]=[CH:23][C:22]=4[Cl:27])(=[O:20])=[O:19])[CH2:15][C@H:14]3[C:28]([O:30]C)=[O:29])=[O:12])[CH2:10][CH2:9]2)=[CH:4][CH:3]=1.C1COCC1.O.[OH-].[Li+]>O.CO>[Cl:1][C:2]1[CH:7]=[CH:6][C:5]([C:8]2([C:11]([N:13]3[CH2:17][C@H:16]([S:18]([C:21]4[CH:26]=[CH:25][CH:24]=[CH:23][C:22]=4[Cl:27])(=[O:20])=[O:19])[CH2:15][C@H:14]3[C:28]([OH:30])=[O:29])=[O:12])[CH2:10][CH2:9]2)=[CH:4][CH:3]=1 |f:2.3.4|. Procedure details: Under an atmosphere of argon, (2S,4R)-methyl 1-(1-(4-chlorophenyl)cyclopropanecarbonyl)-4-(2-chlorophenylsulfonyl)pyrrolidine-2-carboxylate (1.5 g, 3.11 mmol, Eq: 1.00) was combined with THF (20 ml) to give a light yellow solution. Then lithium hydroxide monohydrate (196 mg, 4.66 mmol, Eq: 1.5) in 4 ml water and 4 ml methanol was added. The reaction was stirred for 2 h at RT. The solvents were evaporated. The reaction was extracted with ethyl acetate, H2O and brine. The organic layers were dried...